describe an organic reaction: reactants, conditions, products, and yield From a dataset of the Open Reaction Database (ORD), a public repository of structured organic reaction records. Product: O1CCC(C2=C1C=CC=C2)=O (3,4-dihydro-2H-benzopyran-4-one). The solvent is CN(C=O)C (N,N-dimethylformamide). RXN SMILES: C[C:2]1(C)[CH2:11][C:10](=[O:12])[C:9]2[C:4](=[CH:5][C:6](O)=[CH:7][C:8]=2O)[O:3]1.C(=O)([O-])[O-].[K+].[K+].S(OC(CCCC1C=CC=CC=1)C)(=O)(=O)C>CN(C)C=O>[O:3]1[C:4]2[CH:5]=[CH:6][CH:7]=[CH:8][C:9]=2[C:10](=[O:12])[CH2:11][CH2:2]1 |f:1.2.3|. Reactants: ice water, CC1(OC2=CC(=CC(=C2C(C1)=O)O)O)C (2,2-dimethyl-5,7-dihydroxy-4-chromanone), C([O-])([O-])=O.[K+].[K+] (potassium carbonate), S(C)(=O)(=O)OC(C)CCCC1=CC=CC=C1 (5-phenyl-2-pentanol mesylate). Procedure details: A mixture of 2,2-dimethyl-5,7-dihydroxy-4-chromanone (2.08 g, 10 mM), potassium carbonate (2.76 g, 20 mM), N,N-dimethylformamide (10 ml) and 5-phenyl-2-pentanol mesylate (2.64 g, 11 mM), under a nitrogen atmosphere, is heated to 80°-82° C. in an oil bath for 1.75 hours. The mixture is cooled to room temperature and then poured into ice/water (100 ml). The aqueous solution is extracted with ethyl acetate (2×25 ml) and the combined extracts washed successively with water (3×25 ml) and saturated br...